Task: describe an organic reaction: reactants, conditions, products, and yield. Dataset: the Open Reaction Database (ORD), a public repository of structured organic reaction records The reactants are CCCCn1c(=O)c2c(NC)n[nH]c2n(Cc2ccc([N+](=O)[O-])cc2)c1=O, CCO, [Cl-], Cl. Yields the product CCCCn1c(=O)c2c(NC)n[nH]c2n(Cc2ccc(N)cc2)c1=O, Cl. RXN SMILES: [CH2:1]([CH2:2][CH2:3][CH3:4])[n:5]1[c:6](=[O:27])[n:7]([CH2:17][c:18]2[cH:19][cH:20][c:21]([N+:24]([O-:25])=[O:26])[cH:22][cH:23]2)[c:8]2[c:9]([c:10]1=[O:11])[c:12]([NH:15][CH3:16])[n:13][nH:14]2.[CH3:30][CH2:31][OH:32].[Cl-:28].[ClH:29]>>[CH2:1]([CH2:2][CH2:3][CH3:4])[n:5]1[c:6](=[O:27])[n:7]([CH2:17][c:18]2[cH:19][cH:20][c:21]([NH2:24])[cH:22][cH:23]2)[c:8]2[c:9]([c:10]1=[O:11])[c:12]([NH:15][CH3:16])[n:13][nH:14]2.[ClH:28]. The reactants are C1CCOC1, COC(=O)c1ccc(-c2ccc(OC)cc2)cc1, Cl, [Na+], [OH-], O. Yields the product COc1ccc(-c2ccc(C(=O)O)cc2)cc1. Reaction SMILES: [CH2:23]1[O:24][CH2:25][CH2:26][CH2:27]1.[CH3:3][O:4][C:5](=[O:6])[c:7]1[cH:8][cH:9][c:10](-[c:13]2[cH:14][cH:15][c:16]([O:19][CH3:20])[cH:17][cH:18]2)[cH:11][cH:12]1.[ClH:22].[Na+:2].[OH-:1].[OH2:21]>>[O:4]=[C:5]([OH:6])[c:7]1[cH:8][cH:9][c:10](-[c:13]2[cH:14][cH:15][c:16]([O:19][CH3:20])[cH:17][cH:18]2)[cH:11][cH:12]1. Starting materials: C(C)OC(C(=CC1=CC=C(C=C1)C#CC1=CC(=CC=C1)CN(C)C1CC1)C)=O (3-(4-{3-[(cyclopropyl-methyl-amino)-methyl]-phenylethynyl}-phenyl)-2-methyl-acrylic acid ethyl ester), C(C)OC(C(=CC1=CC=C(C=C1)C#CC1=CC(=CC=C1)CN(C)C1CC1)C)=O (3-(4-{3-[(cyclopropyl-methyl-amino)-methyl]-phenylethynyl}-phenyl)-2-methyl-acrylic acid ethyl ester), solution, [OH-].[K+] (potassium hydroxide). Run in C(C)O (ethanol), O1CCCC1 (tetrahydrofuran). Run at time 8 hour. Product: C1(CC1)N(C)CC=1C=C(C=CC1)C#CC1=CC=C(C=C1)C=C(C(=O)O)C (3-(4-{3-[(Cyclopropyl-methyl-amino)-methyl]-phenylethynyl}-phenyl)-2-methyl-acrylic acid). Yield: 83.2%. Reaction SMILES: C([O:3][C:4](=[O:28])[C:5]([CH3:27])=[CH:6][C:7]1[CH:12]=[CH:11][C:10]([C:13]#[C:14][C:15]2[CH:20]=[CH:19][CH:18]=[C:17]([CH2:21][N:22]([CH:24]3[CH2:26][CH2:25]3)[CH3:23])[CH:16]=2)=[CH:9][CH:8]=1)C.[OH-].[K+]>C(O)C.O1CCCC1>[CH:24]1([N:22]([CH2:21][C:17]2[CH:16]=[C:15]([C:14]#[C:13][C:10]3[CH:11]=[CH:12][C:7]([CH:6]=[C:5]([CH3:27])[C:4]([OH:28])=[O:3])=[CH:8][CH:9]=3)[CH:20]=[CH:19][CH:18]=2)[CH3:23])[CH2:25][CH2:26]1 |f:1.2|. Reported procedure: A solution of 3-(4-{3-[(cyclopropyl-methyl-amino)-methyl]-phenylethynyl}-phenyl)-2-methyl-acrylic acid ethyl ester (Intermediate 94, 0.15 g, 0.4 mmol) in ethanol (3 mL) and tetrahydrofuran (3 mL) was treated with a 3M solution of potassium hydroxide (1 mL, 3 mmol) and the resulting reaction mixture was stirred at ambient temperature for overnight. The reaction mixture was concentrated, neutralized with 5% aqueous hydrochloric acid and extracted with ethyl acetate. The organic phase was washed wi...